From a dataset of the Open Reaction Database (ORD), a public repository of structured organic reaction records. describe an organic reaction: reactants, conditions, products, and yield Run at time 3 day. Procedure: To a solution of 4-(4-chloro-phenyl)-1,3-dihydro-indol-2-one (60.9 mg, 0.25 mmol) and 3,5-dimethyl-4-[3-(4-methyl-piperazin-1-yl)-3-oxo-propyl]-1H-pyrrole-2-carbaldehyde (72.1 mg, 0.26 mmol) in ethanol (2 mL) was added piperidine (3 drops). The reaction mixture was stirred at room temperature for three days. A yellow solid product was precipitated out, filtered, washed by ethanol for three times, and dried under high vacuum to provide pure product 4-(4-chloro-phenyl)-3-{3,5-dimethyl-4-[3(4-methy... Solvent: C(C)O (ethanol). The reagents and catalysts are N1CCCCC1 (piperidine). The yield is 37.7%. Starting materials: ClC1=CC=C(C=C1)C1=C2CC(NC2=CC=C1)=O (4-(4-chloro-phenyl)-1,3-dihydro-indol-2-one), CC1=C(NC(=C1CCC(=O)N1CCN(CC1)C)C)C=O (3,5-dimethyl-4-[3-(4-methyl-piperazin-1-yl)-3-oxo-propyl]-1H-pyrrole-2-carbaldehyde). As a reaction SMILES: [Cl:1][C:2]1[CH:7]=[CH:6][C:5]([C:8]2[CH:16]=[CH:15][CH:14]=[C:13]3[C:9]=2[CH2:10][C:11](=[O:17])[NH:12]3)=[CH:4][CH:3]=1.[CH3:18][C:19]1[C:23]([CH2:24][CH2:25][C:26]([N:28]2[CH2:33][CH2:32][N:31]([CH3:34])[CH2:30][CH2:29]2)=[O:27])=[C:22]([CH3:35])[NH:21][C:20]=1[CH:36]=O>C(O)C.N1CCCCC1>[Cl:1][C:2]1[CH:3]=[CH:4][C:5]([C:8]2[CH:16]=[CH:15][CH:14]=[C:13]3[C:9]=2[C:10](=[CH:36][C:20]2[NH:21][C:22]([CH3:35])=[C:23]([CH2:24][CH2:25][C:26]([N:28]4[CH2:29][CH2:30][N:31]([CH3:34])[CH2:32][CH2:33]4)=[O:27])[C:19]=2[CH3:18])[C:11](=[O:17])[NH:12]3)=[CH:6][CH:7]=1. Product: ClC1=CC=C(C=C1)C1=C2C(C(NC2=CC=C1)=O)=CC=1NC(=C(C1C)CCC(=O)N1CCN(CC1)C)C (4-(4-chloro-phenyl)-3-{3,5-dimethyl-4-[3(4-methyl-piperazin-1-yl)-3-oxo-propyl]-1H-pyrrol-2-ylmethylene}-1,3-dihydro-indol-2-one). The reactants are BrC=1C=NC=C(C1)Br (3,5-dibromopyridine), CN1CCNCC1 (1-methylpiperazine), C(=O)([O-])[O-].[K+].[K+] (K2CO3), CN1CCNCC1 (1-methylpiperazine), ice water. Solvent: CN(C)C=O (DMF). Reaction conditions: temperature 120 celsius, time 24 hour. The product is BrC=1C=C(C=NC1)N1CCN(CC1)C (1-(5-bromopyridin-3-yl)-4-methylpiperazine). Isolated yield 79.7%. Reaction SMILES: Br[C:2]1[CH:3]=[N:4][CH:5]=[C:6]([Br:8])[CH:7]=1.[CH3:9][N:10]1[CH2:15][CH2:14][NH:13][CH2:12][CH2:11]1.C([O-])([O-])=O.[K+].[K+]>CN(C=O)C>[Br:8][C:6]1[CH:7]=[C:2]([N:13]2[CH2:14][CH2:15][N:10]([CH3:9])[CH2:11][CH2:12]2)[CH:3]=[N:4][CH:5]=1 |f:2.3.4|. Reported procedure: To a solution of 3,5-dibromopyridine (XXXVIII) (2.90 g, 12.24 mmol) in dry DMF (20 mL) was added 1-methylpiperazine (2.987 mL, 26.93 mmol) and K2CO3 (5.58 g, 40.39 mmol). The reaction was heated at 120° C. overnight. An additional portion of 1-methylpiperazine (6 mL) was added and heating was continued for another 24 h. The reaction was poured into ice water and filtered. The filtrate was extracted with 66% MeOH/CHCl3. The organic layer was dried over MgSO4, filtered and concentrated under vacuu... Reactants: C(C)(C)(C)C1=CC(=C(C=C1)C=1NC(C(N1)(C)C1=CC=C(C=C1)Cl)(C)C1=CC=C(C=C1)Cl)OCC (rac-(4S*,5R*)-2-(4-tert-butyl-2-ethoxy-phenyl)-4,5-bis-(4-chloro-phenyl)-4,5-dimethyl-4,5-dihydro-1H-imidazole), ClC1=CC=C(C(=O)Cl)C=C1 (4-chlorobenzoyl chloride). The product is C(C)(C)(C)C1=CC(=C(C=C1)C=1N([C@]([C@](N1)(C)C1=CC=C(C=C1)Cl)(C)C1=CC=C(C=C1)Cl)C(=O)C1=CC=C(C=C1)Cl)OCC (rac-[(4S*,5R*)-2-(4-tert-Butyl-2-ethoxy-phenyl)-4,5-bis-(4-chloro-phenyl)-4,5-dimethyl-4,5-dihydro-imidazol-1-yl]-(4-chloro-phenyl)-methanone). Reaction SMILES: [C:1]([C:5]1[CH:10]=[CH:9][C:8]([C:11]2[NH:12][C:13]([C:25]3[CH:30]=[CH:29][C:28]([Cl:31])=[CH:27][CH:26]=3)([CH3:24])[C:14]([C:17]3[CH:22]=[CH:21][C:20]([Cl:23])=[CH:19][CH:18]=3)([CH3:16])[N:15]=2)=[C:7]([O:32][CH2:33][CH3:34])[CH:6]=1)([CH3:4])([CH3:3])[CH3:2].[Cl:35][C:36]1[CH:44]=[CH:43][C:39]([C:40](Cl)=[O:41])=[CH:38][CH:37]=1>>[C:1]([C:5]1[CH:10]=[CH:9][C:8]([C:11]2[N:15]([C:40]([C:39]3[CH:43]=[CH:44][C:36]([Cl:35])=[CH:37][CH:38]=3)=[O:41])[C@@:14]([C:17]3[CH:22]=[CH:21][C:20]([Cl:23])=[CH:19][CH:18]=3)([CH3:16])[C@@:13]([C:25]3[CH:26]=[CH:27][C:28]([Cl:31])=[CH:29][CH:30]=3)([CH3:24])[N:12]=2)=[C:7]([O:32][CH2:33][CH3:34])[CH:6]=1)([CH3:2])([CH3:3])[CH3:4]. Procedure details: In a manner analogous to the method described in example 5, rac-(4S*,5R*)-2-(4-tert-butyl-2-ethoxy-phenyl)-4,5-bis-(4-chloro-phenyl)-4,5-dimethyl-4,5-dihydro-1H-imidazole was reacted with 4-chlorobenzoyl chloride (Aldrich) to give the title compound. HR-MS (ES, m/z) calculated for C36H36N2O3Cl3 [(M+H)+] 633.1837, observed 633.1838. The reactants are CC(=O)O, N#CO[K], Nc1ccccc1CCc1n[nH]c2c1c(=O)n(-c1ccccc1)c1ncccc21, O. Product: NC(=O)Nc1ccccc1CCc1n[nH]c2c1c(=O)n(-c1ccccc1)c1ncccc21. As a reaction SMILES: [CH3:30][C:31](=[O:32])[OH:33].[K:34][O:35][C:36]#[N:37].[NH2:1][c:2]1[c:3]([CH2:8][CH2:9][c:10]2[n:11][nH:12][c:13]3[c:14]2[c:15](=[O:29])[n:16](-[c:23]2[cH:24][cH:25][cH:26][cH:27][cH:28]2)[c:17]2[n:18][cH:19][cH:20][cH:21][c:22]32)[cH:4][cH:5][cH:6][cH:7]1.[OH2:38]>>[NH:1]([c:2]1[c:3]([CH2:8][CH2:9][c:10]2[n:11][nH:12][c:13]3[c:14]2[c:15](=[O:29])[n:16](-[c:23]2[cH:24][cH:25][cH:26][cH:27][cH:28]2)[c:17]2[n:18][cH:19][cH:20][cH:21][c:22]32)[cH:4][cH:5][cH:6][cH:7]1)[C:36](=[O:35])[NH2:37]. Starting materials: COc1ccccc1CNc1ccc2cc(CO)ccc2n1, CC(C)OC(=O)N=NC(=O)OC(C)C, C1CCOC1, Oc1ccccc1, c1ccc(P(c2ccccc2)c2ccccc2)cc1. The product is COc1ccccc1CNc1ccc2cc(COc3ccccc3)ccc2n1. As a reaction SMILES: [CH3:1][O:2][c:3]1[c:4]([CH2:5][NH:6][c:7]2[n:8][c:9]3[cH:10][cH:11][c:12]([CH2:17][OH:18])[cH:13][c:14]3[cH:15][cH:16]2)[cH:19][cH:20][cH:21][cH:22]1.[O:49]=[C:50]([O:51][CH:52]([CH3:53])[CH3:54])[N:55]=[N:56][C:57]([O:58][CH:59]([CH3:60])[CH3:61])=[O:62].[O:63]1[CH2:64][CH2:65][CH2:66][CH2:67]1.[OH:23][c:24]1[cH:25][cH:26][cH:27][cH:28][cH:29]1.[c:30]1([P:31]([c:32]2[cH:33][cH:34][cH:35][cH:36][cH:37]2)[c:38]2[cH:39][cH:40][cH:41][cH:42][cH:43]2)[cH:44][cH:45][cH:46][cH:47][cH:48]1>>[CH3:1][O:2][c:3]1[c:4]([CH2:5][NH:6][c:7]2[n:8][c:9]3[cH:10][cH:11][c:12]([CH2:17][O:18][c:24]4[cH:25][cH:26][cH:27][cH:28][cH:29]4)[cH:13][c:14]3[cH:15][cH:16]2)[cH:19][cH:20][cH:21][cH:22]1.